Dataset: the Open Reaction Database (ORD), a public repository of structured organic reaction records. Task: describe an organic reaction: reactants, conditions, products, and yield Reactants: ClC=1N=C(C2=C(N1)C=C(S2)CN2CCN(CC2)C2=NC=CC=N2)N2CCOCC2 (2-Chloro-4-morpholin-4-yl-6-(4-pyrimidin-2-yl-piperazin-1-ylmethyl)-thieno[3,2-d]pyrimidine), N1=C(N=CC=C1)N1CCNCC1 (1-(2-pyrimidyl)piperazine). Yields the product N1N=CC2=C(C=CC=C12)C=1N=C(C2=C(N1)C=C(S2)CN2CCN(CC2)C2=NC=CC=N2)N2CCOCC2 (2-(1H-Indazol-4-yl)-4-morpholin-4-yl-6-(4-pyrimidin-2-yl-piperazin-1-ylmethyl)-thieno[3,2-d]pyrimidine). RXN SMILES: Cl[C:2]1[N:3]=[C:4]([N:24]2[CH2:29][CH2:28][O:27][CH2:26][CH2:25]2)[C:5]2[S:10][C:9]([CH2:11][N:12]3[CH2:17][CH2:16][N:15]([C:18]4[N:23]=[CH:22][CH:21]=[CH:20][N:19]=4)[CH2:14][CH2:13]3)=[CH:8][C:6]=2[N:7]=1.[N:30]1[CH:35]=[CH:34][CH:33]=[N:32]C=1N1CCNCC1>>[NH:32]1[C:33]2[C:34](=[C:4]([C:2]3[N:3]=[C:4]([N:24]4[CH2:29][CH2:28][O:27][CH2:26][CH2:25]4)[C:5]4[S:10][C:9]([CH2:11][N:12]5[CH2:17][CH2:16][N:15]([C:18]6[N:23]=[CH:22][CH:21]=[CH:20][N:19]=6)[CH2:14][CH2:13]5)=[CH:8][C:6]=4[N:7]=3)[CH:5]=[CH:6][CH:8]=2)[CH:35]=[N:30]1. Reported procedure: Prepared via 2-Chloro-4-morpholin-4-yl-6-(4-pyrimidin-2-yl-piperazin-1-ylmethyl)-thieno[3,2-d]pyrimidine, prepared from 1-(2-pyrimidyl)piperazine. RXN SMILES: [OH:1][C:2]1[CH:7]=[CH:6][C:5]([B:8]([OH:10])[OH:9])=[CH:4][CH:3]=1.[CH3:11][C:12]([CH3:17])([CH2:15]O)[CH2:13]O>C1(C)C=CC=CC=1>[CH3:11][C:12]1([CH3:17])[CH2:15][O:10][B:8]([C:5]2[CH:6]=[CH:7][C:2]([OH:1])=[CH:3][CH:4]=2)[O:9][CH2:13]1. The product is CC1(COB(OC1)C1=CC=C(C=C1)O)C (4-(5,5-dimethyl-1,3,2-dioxaborinan-2-yl)Phenol). Solvent: C1(=CC=CC=C1)C (toluene). Reported procedure: A solution of 4-hydroxyphenyl boronic acid (15.0 g) and 2,2-dimethyl-1,3-propanediol (11.4 g) in toluene (100 mL) was heated under reflux for 6 hours 30 minutes (using Dean-Stark apparatus). The resultant reaction mixture was allowed to cool and stand still and therefrom, a precipitates were filtered out and the solvent was distilled off under reduced pressure to obtain the subject compound (21.6 g) as a light gray solid. Isolated yield 96.4%. Starting materials: OC1=CC=C(C=C1)B(O)O (4-hydroxyphenyl boronic acid), CC(CO)(CO)C (2,2-dimethyl-1,3-propanediol). The solvent is C1CCOC1 (THF). Procedure: To a solution of 13 (3 g, 10 mmol) in 150 mL anhydrous THF was added LiBH4 (0.27 g, 12 mmol) under nitrogen and the mixture was stirred at room temperature for 24 h. The reaction was quenched by the addition of 1 M H2SO4 solution. The resulting solution was extracted with dichloromethane. The extracts were washed with saturated aqueous sodium bicarbonate, water and brine, dried over sodium sulphate, filtered and evaporated under vacuum to give light yellow solid which subjected to flash chromato... Reactants: COC(C=CC1=CN(C=C1)S(=O)(=O)C1=CC=C(C=C1)C)=O (3-(1-(p-Tolylsulfonyl)pyrrol-3-yl)-acrylic acid methyl ester), [Li+].[BH4-] (LiBH4), C(C)(=O)OCC (ethyl acetate), CCCCCC (hexane). The product is C1(=CC=C(C=C1)S(=O)(=O)N1C=C(C=C1)C=CCO)C (3-(1-(p-Tolylsulfonyl)pyrrol-3-yl)-2-Propenol). RXN SMILES: C[O:2][C:3](=O)[CH:4]=[CH:5][C:6]1[CH:10]=[CH:9][N:8]([S:11]([C:14]2[CH:19]=[CH:18][C:17]([CH3:20])=[CH:16][CH:15]=2)(=[O:13])=[O:12])[CH:7]=1.[Li+].[BH4-].CCCCCC.C(OCC)(=O)C>C1COCC1>[C:17]1([CH3:20])[CH:16]=[CH:15][C:14]([S:11]([N:8]2[CH:9]=[CH:10][C:6]([CH:5]=[CH:4][CH2:3][OH:2])=[CH:7]2)(=[O:13])=[O:12])=[CH:19][CH:18]=1 |f:1.2|. Conditions: time 24 hour.